Dataset: the Open Reaction Database (ORD), a public repository of structured organic reaction records. Task: describe an organic reaction: reactants, conditions, products, and yield The reactants are N1CCC(CC1)CN (4-Piperidylmethylamine), C(=O)C=1C=NC=CC1 (3-formylpyridine). Product: N1CCC(CC1)CNCC=1C=NC=CC1 (N-(4-piperidylmethyl)-N-(3-pyridylmethyl)amine). RXN SMILES: [NH:1]1[CH2:6][CH2:5][CH:4]([CH2:7][NH2:8])[CH2:3][CH2:2]1.[CH:9]([C:11]1[CH:12]=[N:13][CH:14]=[CH:15][CH:16]=1)=O>>[NH:1]1[CH2:6][CH2:5][CH:4]([CH2:7][NH:8][CH2:9][C:11]2[CH:12]=[N:13][CH:14]=[CH:15][CH:16]=2)[CH2:3][CH2:2]1. Procedure details: 4-Piperidylmethylamine and 3-formylpyridine were treated in the same manner as described in Reference example 2 to give N-(4-piperidylmethyl)-N-(3-pyridylmethyl)amine. Starting materials: ClC1=NC=CC(=C1)NC(C)=O (N-(2-chloropyridin-4-yl)acetamide), CC(C)N1CCNCC1 (1-(2-propyl-)-piperazine). Solvent: CN(C)C=O (DMF). Run at temperature 150 celsius. The product is C(C)(C)N1CCN(CC1)C1=NC=CC(=C1)NC(C)=O (N-[2-(4-Isopropyl-piperazin-1-yl)-pyridin-4-yl]-acetamide). As a reaction SMILES: Cl[C:2]1[CH:7]=[C:6]([NH:8][C:9](=[O:11])[CH3:10])[CH:5]=[CH:4][N:3]=1.[CH3:12][CH:13]([N:15]1[CH2:20][CH2:19][NH:18][CH2:17][CH2:16]1)[CH3:14]>CN(C=O)C>[CH:13]([N:15]1[CH2:20][CH2:19][N:18]([C:2]2[CH:7]=[C:6]([NH:8][C:9](=[O:11])[CH3:10])[CH:5]=[CH:4][N:3]=2)[CH2:17][CH2:16]1)([CH3:14])[CH3:12]. Procedure: A mixture of 4.6 g (27 mmol) N-(2-chloropyridin-4-yl)acetamide (commercially available) and 5.2 g (41 mmol) 1-(2-propyl-)-piperazine in 2 ml DMF was heated to 150° C. for 4 h. Purification of the crude mixture with flash column chromatography on silica eluting with a gradient formed from DCM (1% NEt3) and methanol yielded after evaporation of the product fractions 3.38 g (47%) of the title compound as white solid. MS: (m/e): 263.4 (MH+). Reactants: C(C)(C)(C)C=1C=C(C=CC1O)CCC(=O)OC (methyl 3-(3-tert-butyl-4-hydroxyphenyl)propionate), O.C(C=O)(=O)O (glyoxylic acid monohydrate). The reagents and catalysts are C1(=CC=C(C=C1)S(=O)(=O)O)C (p-toluenesulfonic acid). Solvent: ClCCCl (1,2-dichloroethane). Conditions: time 7 hour. Yields the product C(C)(C)(C)C1=CC(=CC=2C(C(OC21)=O)O)CCC(=O)OC (methyl 3-(7-tert-butyl-3-hydroxy-2-oxo-2,3-dihydrobenzofuran-5-yl)propionate). Isolated yield 100.0%. As a reaction SMILES: [C:1]([C:5]1[CH:6]=[C:7]([CH2:12][CH2:13][C:14]([O:16][CH3:17])=[O:15])[CH:8]=[CH:9][C:10]=1[OH:11])([CH3:4])([CH3:3])[CH3:2].O.[C:19](O)(=[O:22])[CH:20]=[O:21]>ClCCCl.C1(C)C=CC(S(O)(=O)=O)=CC=1>[C:1]([C:5]1[C:10]2[O:11][C:20](=[O:21])[CH:19]([OH:22])[C:9]=2[CH:8]=[C:7]([CH2:12][CH2:13][C:14]([O:16][CH3:17])=[O:15])[CH:6]=1)([CH3:4])([CH3:2])[CH3:3] |f:1.2|. Procedure: 23.6 g of methyl 3-(3-tert-butyl-4-hydroxyphenyl)propionate, 10.1 g of glyoxylic acid monohydrate and 0.08 g of p-toluenesulfonic acid are boiled in 80 ml of 1,2-dichloroethane under a water separator for 7 h. The reaction solution is then cooled down, washed 3 times with 50 ml of water each time and freed of solvent in a rotary evaporator to leave 29.2 g of methyl 3-(7-tert-butyl-3-hydroxy-2-oxo-2,3-dihydrobenzofuran-5-yl)propionate in the form of a yellowish oil. Reactants: C(=O)C1=CC=C(S1)C#CC=1SC2=C(C1)C=CC=C2 (2-(5-formylthien-2-ylethynyl)benzothiophene), ClC1=CC=C(C=C1)C(Cl)P(OCC)(OCC)=O (diethyl (4-chlorophenyl)chloromethylphosphonate), CC(C)([O-])C.[K+] (potassium tertbutoxide). Run in CN(C=O)C (dimethylformamide). Reaction conditions: temperature 0 celsius, time 30 minute. The product is ClC1=CC=C(C=C1)C#CC1=CC=C(S1)C#CC=1SC2=C(C1)C=CC=C2 (2-[5-(4-chlorophenylethynyl)thien-2-ylethynyl]benzothiophene). Isolated yield 19.1%. Reaction SMILES: [CH:1]([C:3]1[S:7][C:6]([C:8]#[C:9][C:10]2[S:11][C:12]3[CH:18]=[CH:17][CH:16]=[CH:15][C:13]=3[CH:14]=2)=[CH:5][CH:4]=1)=O.[Cl:19][C:20]1[CH:25]=[CH:24][C:23]([CH:26](P(=O)(OCC)OCC)Cl)=[CH:22][CH:21]=1.CC(C)([O-])C.[K+]>CN(C)C=O>[Cl:19][C:20]1[CH:25]=[CH:24][C:23]([C:26]#[C:1][C:3]2[S:7][C:6]([C:8]#[C:9][C:10]3[S:11][C:12]4[CH:18]=[CH:17][CH:16]=[CH:15][C:13]=4[CH:14]=3)=[CH:5][CH:4]=2)=[CH:22][CH:21]=1 |f:2.3|. Procedure: A stirred solution of 0.75 gram (0.0028 mole) of 2-(5-formylthien-2-ylethynyl)benzothiophene and 0.83 gram (0.0028 mole) of diethyl (4-chlorophenyl)chloromethylphosphonate in 10 ml of dimethylformamide was cooled to 0° C., and 0.94 gram (0.0084 mole) of potassium tertbutoxide was added. Upon completion of addition, the reaction mixture was stirred at 0° C. for 30 minutes and then was allowed to warm to ambient temperature where it was stirred for 18 hours. After this time the reaction mixture wa...